This data is from the Open Reaction Database (ORD), a public repository of structured organic reaction records. The task is: describe an organic reaction: reactants, conditions, products, and yield Starting materials: CCOCC, [Li]C, COc1cc([N+](=O)[O-])ccc1CC=O, O. The product is COc1cc([N+](=O)[O-])ccc1CC(C)O. As a reaction SMILES: [CH3:18][CH2:19][O:20][CH2:21][CH3:22].[CH3:1][Li:2].[CH3:3][O:4][c:5]1[c:6]([CH2:14][CH:15]=[O:16])[cH:7][cH:8][c:9]([N+:11](=[O:12])[O-:13])[cH:10]1.[OH2:17]>>[CH3:1][CH:15]([CH2:14][c:6]1[c:5]([O:4][CH3:3])[cH:10][c:9]([N+:11](=[O:12])[O-:13])[cH:8][cH:7]1)[OH:16]. Starting materials: BrC1=CC(=C(C=C1)NS(=O)(=O)C=1N(C2=CC=C(C=C2C1C)F)C)C(F)(F)F (5-fluoro-1,3-dimethyl-1H-indole-2-sulfonic acid(4-bromo-2-trifluoromethyl-phenyl)-amide), N1=CC=C(C=C1)B(O)O (4-pyridineboronic acid). Reagents/catalysts: C=1C=CC(=CC1)[P](C=2C=CC=CC2)(C=3C=CC=CC3)[Pd]([P](C=4C=CC=CC4)(C=5C=CC=CC5)C=6C=CC=CC6)([P](C=7C=CC=CC7)(C=8C=CC=CC8)C=9C=CC=CC9)[P](C=1C=CC=CC1)(C=1C=CC=CC1)C=1C=CC=CC1 (tetrakis(triphenylphosphine)palladium). The solvent is COCCOC (1,2-dimethoxyethane), C(C)O (ethanol), C([O-])([O-])=O.[Na+].[Na+] (sodium carbonate). Yields the product N1=CC=C(C=C1)C1=CC(=C(C=C1)NS(=O)(=O)C=1N(C2=CC=C(C=C2C1C)F)C)C(F)(F)F (5-Fluoro-1,3-dimethyl-1H-indole-2-sulfonic acid(4-pyridin-4-yl-2-trifluoromethyl-phenyl)-amide). Isolated yield 58.2%. Reaction SMILES: Br[C:2]1[CH:7]=[CH:6][C:5]([NH:8][S:9]([C:12]2[N:13]([CH3:23])[C:14]3[C:19]([C:20]=2[CH3:21])=[CH:18][C:17]([F:22])=[CH:16][CH:15]=3)(=[O:11])=[O:10])=[C:4]([C:24]([F:27])([F:26])[F:25])[CH:3]=1.[N:28]1[CH:33]=[CH:32][C:31](B(O)O)=[CH:30][CH:29]=1>COCCOC.C(O)C.C(=O)([O-])[O-].[Na+].[Na+].C1C=CC([P]([Pd]([P](C2C=CC=CC=2)(C2C=CC=CC=2)C2C=CC=CC=2)([P](C2C=CC=CC=2)(C2C=CC=CC=2)C2C=CC=CC=2)[P](C2C=CC=CC=2)(C2C=CC=CC=2)C2C=CC=CC=2)(C2C=CC=CC=2)C2C=CC=CC=2)=CC=1>[N:28]1[CH:33]=[CH:32][C:31]([C:2]2[CH:7]=[CH:6][C:5]([NH:8][S:9]([C:12]3[N:13]([CH3:23])[C:14]4[C:19]([C:20]=3[CH3:21])=[CH:18][C:17]([F:22])=[CH:16][CH:15]=4)(=[O:11])=[O:10])=[C:4]([C:24]([F:25])([F:27])[F:26])[CH:3]=2)=[CH:30][CH:29]=1 |f:4.5.6,^1:55,57,76,95|. Procedure: This product was prepared in analogy to Example 2 starting from 5-fluoro-1,3-dimethyl-1H-indole-2-sulfonic acid(4-bromo-2-trifluoromethyl-phenyl)-amide (0.100 g), 4-pyridineboronic acid (0.040 g) in 1,2-dimethoxyethane (5.0 ml), ethanol (1.0 ml) and 2 M aqueous sodium carbonate solution (1.0 ml) with tetrakis(triphenylphosphine)palladium (0.025 g) to obtain the title compound (0.058 g) as a brownish foam. MS (ISN): 462.4 (M−H)−